This data is from the Open Reaction Database (ORD), a public repository of structured organic reaction records. The task is: describe an organic reaction: reactants, conditions, products, and yield Reactants: ice, [Cl-].[NH4+] (ammonium chloride), C(C1=CC=CC=C1)OC1=C(C=C(C=C1)[C@H]([C@H](C)NC(C(F)(F)F)=O)O)[N+](=O)[O-] (N-[(1S,2R)-2-(4-benzyloxy-3-nitrophenyl)-2-hydroxy-1-methylethyl]-2,2,2-trifluoroacetamide). The reagents and catalysts are [Zn] (zinc). Run in O (water), C(C)O (ethanol). Conditions: temperature 70 celsius. Yields the product NC=1C=C(C=CC1OCC1=CC=CC=C1)[C@H]([C@H](C)NC(C(F)(F)F)=O)O (N-[(1S,2R)-2-(3-Amino-4-benzyloxyphenyl)-2-hydroxy-1-methylethyl]-2,2,2-trifluoroacetamide). Isolated yield 91.8%. RXN SMILES: [Cl-].[NH4+].[CH2:3]([O:10][C:11]1[CH:16]=[CH:15][C:14]([C@@H:17]([OH:27])[C@@H:18]([NH:20][C:21](=[O:26])[C:22]([F:25])([F:24])[F:23])[CH3:19])=[CH:13][C:12]=1[N+:28]([O-])=O)[C:4]1[CH:9]=[CH:8][CH:7]=[CH:6][CH:5]=1>O.C(O)C.[Zn]>[NH2:28][C:12]1[CH:13]=[C:14]([C@@H:17]([OH:27])[C@@H:18]([NH:20][C:21](=[O:26])[C:22]([F:23])([F:24])[F:25])[CH3:19])[CH:15]=[CH:16][C:11]=1[O:10][CH2:3][C:4]1[CH:5]=[CH:6][CH:7]=[CH:8][CH:9]=1 |f:0.1|. Reported procedure: A solution of ammonium chloride (29 g) in water (133 mL) was added to a solution of N-[(1S,2R)-2-(4-benzyloxy-3-nitrophenyl)-2-hydroxy-1-methylethyl]-2,2,2-trifluoroacetamide (73 g) in ethanol (487 mL) at room temperature with stirring. The mixture was cooled with an ice, and then zinc powder (95 g) was added to the mixture with stirring over 10 minutes. The gray suspension was heated up to 70° C. over 15 minutes, and stirred at that temperature for 1 hr. The insoluble materials were removed by ... Starting materials: NC1=NC(=NC(=N1)OC)C (2-amino-4-methoxy-6-methyl-1,3,5-triazine), [N+](=O)([O-])C=1C=C(SC1)S(=O)(=O)N=C=O (4-nitrothiophene-2-sulfonyl isocyanate). Solvent: C(C)#N (acetonitrile). Yields the product COC1=NC(=NC(=N1)C)NC(=O)NS(=O)(=O)C=1SC=C(C1)[N+](=O)[O-] (N-[(4-Methoxy-6-methyl-1,3,5-triazin-2-yl)aminocarbonyl]-4-nitrothiophene-2-sulfonamide). As a reaction SMILES: [NH2:1][C:2]1[N:7]=[C:6]([O:8][CH3:9])[N:5]=[C:4]([CH3:10])[N:3]=1.[N+:11]([C:14]1[CH:15]=[C:16]([S:19]([N:22]=[C:23]=[O:24])(=[O:21])=[O:20])[S:17][CH:18]=1)([O-:13])=[O:12]>C(#N)C>[CH3:9][O:8][C:6]1[N:5]=[C:4]([CH3:10])[N:3]=[C:2]([NH:1][C:23]([NH:22][S:19]([C:16]2[S:17][CH:18]=[C:14]([N+:11]([O-:13])=[O:12])[CH:15]=2)(=[O:21])=[O:20])=[O:24])[N:7]=1. Reported procedure: To 1.4 g of 2-amino-4-methoxy-6-methyl-1,3,5-triazine suspended in 25 ml of anhydrous acetonitrile with stirring at ambient temperature was added 2.4 g of 4-nitrothiophene-2-sulfonyl isocyanate. After stirring for sixteen hours at ambient temperature, the product which was present as a precipitate was removed by filtration and washed with 1-chlorobutane. It melted at 188° with decomposition and showed infrared absorption spectrum peaks at 1740, 1600 and 1560 cm-1 consistent for the desired amino...